This data is from the Open Reaction Database (ORD), a public repository of structured organic reaction records. The task is: describe an organic reaction: reactants, conditions, products, and yield Reactants: CN(C(=O)Cl)c1ccccc1, Oc1ccccn1. Product: CN(C(=O)Oc1ccccn1)c1ccccc1. As a reaction SMILES: [CH3:8][N:9]([C:10](=[O:11])[Cl:12])[c:13]1[cH:14][cH:15][cH:16][cH:17][cH:18]1.[OH:1][c:2]1[n:3][cH:4][cH:5][cH:6][cH:7]1>>[O:1]([c:2]1[n:3][cH:4][cH:5][cH:6][cH:7]1)[C:10]([N:9]([CH3:8])[c:13]1[cH:14][cH:15][cH:16][cH:17][cH:18]1)=[O:11]. Reactants: FB(F)F, O=C([O-])O, CCOCC, CCCc1c(Cc2ccc(-c3ccccc3C#N)cc2)c(=O)n(C2CCC3(CC2)OCC2(CCC2)C(C)O3)c2ncnn12, [Mg+2], [Na+], O=S(=O)([O-])[O-], C1CCOC1. Product: CCCc1c(Cc2ccc(-c3ccccc3C#N)cc2)c(=O)n(C2CCC(OC(C)C3(C=O)CCC3)CC2)c2ncnn12. Reaction SMILES: [B:55]([F:56])([F:57])[F:58].[C:59](=[O:60])([O-:61])[OH:62].[CH2:50]([O:51][CH2:52][CH3:53])[CH3:54].[CH3:1][CH:2]1[C:3]2([CH2:4][CH2:5][CH2:6]2)[CH2:7][O:8][C:9]2([O:10]1)[CH2:11][CH2:12][CH:13]([n:16]1[c:17]3[n:18]([c:19]([CH2:38][CH2:39][CH3:40])[c:20]([CH2:23][c:24]4[cH:25][cH:26][c:27](-[c:30]5[c:31]([C:36]#[N:37])[cH:32][cH:33][cH:34][cH:35]5)[cH:28][cH:29]4)[c:21]1=[O:22])[n:41][cH:42][n:43]3)[CH2:14][CH2:15]2.[Mg+2:44].[Na+:63].[O-:45][S:46](=[O:47])(=[O:48])[O-:49].[O:64]1[CH2:65][CH2:66][CH2:67][CH2:68]1>>[CH3:1][CH:2]([C:3]1([CH:7]=[O:8])[CH2:4][CH2:5][CH2:6]1)[O:10][CH:9]1[CH2:11][CH2:12][CH:13]([n:16]2[c:17]3[n:18]([c:19]([CH2:38][CH2:39][CH3:40])[c:20]([CH2:23][c:24]4[cH:25][cH:26][c:27](-[c:30]5[c:31]([C:36]#[N:37])[cH:32][cH:33][cH:34][cH:35]5)[cH:28][cH:29]4)[c:21]2=[O:22])[n:41][cH:42][n:43]3)[CH2:14][CH2:15]1. The reactants are BrCC=Cc1ccccc1, COC(=O)C=C(C)[O-], [I-], [K+], [Na+]. Product: COC(=O)C(CC=Cc1ccccc1)C(C)=O. RXN SMILES: [Br:12][CH2:13][CH:14]=[CH:15][c:16]1[cH:17][cH:18][cH:19][cH:20][cH:21]1.[CH3:1][O:2][C:3]([CH:4]=[C:5]([CH3:6])[O-:7])=[O:8].[I-:11].[K+:10].[Na+:9]>>[CH3:1][O:2][C:3]([CH:4]([C:5]([CH3:6])=[O:7])[CH2:13][CH:14]=[CH:15][c:16]1[cH:17][cH:18][cH:19][cH:20][cH:21]1)=[O:8]. The reactants are N([C@@H](CC(OC(C)(C)C)=O)C(=O)O)C(=O)OCC1=CC=CC=C1 (Z-Asp(OtBu)-OH), CN1CCOCC1 (4-methylmorpholine), C1(=CC=CC2=CC=CC=C12)C[C@H](N)C(=O)O.N[C@@H](C(C)C)C(=O)OCC=C (3-(1-naphtyl)-L-alanine Val-OAllyl), C(CCl)Cl (EDC). Reagents/catalysts: CN(C)C=1C=CN=CC1 (DMAP). Run in CN(C)C=O (DMF), C(Cl)Cl (CH2Cl2). Conditions: time 2 hour. The product is N([C@@H](CC(OC(C)(C)C)=O)C(=O)O)C(=O)OCC1=CC=CC=C1.C1(=CC=CC2=CC=CC=C12)C[C@H](N)C(=O)O.N[C@@H](C(C)C)C(=O)OCC=C (Cbz-Asp(O-tBu) 3-(1-naphtyl)-L-alanine Val-OAllyl). Yield: 66.8%. As a reaction SMILES: [C:1]1([CH2:11][C@@H:12]([C:14]([OH:16])=[O:15])[NH2:13])[C:10]2[C:5](=[CH:6][CH:7]=[CH:8][CH:9]=2)[CH:4]=[CH:3][CH:2]=1.[NH2:17][C@H:18]([C:22]([O:24][CH2:25][CH:26]=[CH2:27])=[O:23])[CH:19]([CH3:21])[CH3:20].[NH:28]([C:41]([O:43][CH2:44][C:45]1[CH:50]=[CH:49][CH:48]=[CH:47][CH:46]=1)=[O:42])[C@H:29]([C:38]([OH:40])=[O:39])[CH2:30][C:31](=[O:37])[O:32][C:33]([CH3:36])([CH3:35])[CH3:34].CN1CCOCC1.C(Cl)CCl>C(Cl)Cl.CN(C1C=CN=CC=1)C.CN(C=O)C>[NH:28]([C:41]([O:43][CH2:44][C:45]1[CH:50]=[CH:49][CH:48]=[CH:47][CH:46]=1)=[O:42])[C@H:29]([C:38]([OH:40])=[O:39])[CH2:30][C:31](=[O:37])[O:32][C:33]([CH3:36])([CH3:35])[CH3:34].[C:1]1([CH2:11][C@@H:12]([C:14]([OH:16])=[O:15])[NH2:13])[C:10]2[C:5](=[CH:6][CH:7]=[CH:8][CH:9]=2)[CH:4]=[CH:3][CH:2]=1.[NH2:17][C@H:18]([C:22]([O:24][CH2:25][CH:26]=[CH2:27])=[O:23])[CH:19]([CH3:21])[CH3:20] |f:0.1,8.9.10|. Reported procedure: 3-(1-naphtyl)-L-alanine-Val-OAllyl (0.394 g, 1.11 mmol) was solvated in CH2Cl2 (1.5 mL) and DMF (3 ml) followed addition of Z-Asp(OtBu)-OH (0.369 g, 1.03 eq), DMAP (14.8 mg, 0.11 eq) and 4-methylmorpholine (0.125 ml, 1.02 eq), then EDC (0.221 g, 1.04 eq). The vial was rinsed with 0.5 ml of dichloromethane. The mixture was stirred for 2 hours at room temperature. Then it was extracted using CH2Cl2/brine. The organic layer was dried over MgSO4, filtered off and concentrated. The obtained residue w... Reactants: COc1ccc(CBr)cc1, CN(C)C=O, Cl, COC(=O)c1ccc(F)cc1O, [H-], [Na+]. Yields the product COC(=O)c1ccc(F)cc1OCc1ccc(OC)cc1. RXN SMILES: [Br:15][CH2:16][c:17]1[cH:18][cH:19][c:20]([O:23][CH3:24])[cH:21][cH:22]1.[CH3:26][N:27]([CH3:28])[CH:29]=[O:30].[ClH:25].[F:1][c:2]1[cH:3][c:4]([OH:12])[c:5]([C:6](=[O:7])[O:8][CH3:9])[cH:10][cH:11]1.[H-:13].[Na+:14]>>[F:1][c:2]1[cH:3][c:4]([O:12][CH2:16][c:17]2[cH:18][cH:19][c:20]([O:23][CH3:24])[cH:21][cH:22]2)[c:5]([C:6](=[O:7])[O:8][CH3:9])[cH:10][cH:11]1. Starting materials: CC1=C(C=CC(=C1)C(=O)O)C1=C(C=CC=C1)C(F)(F)F (2-methyl-2′-(trifluoromethyl)biphenyl-4-carboxylic acid), ClC=1C=C(CN(CC(=O)OC(C)(C)C)C)C=CC1C(N)=NO (tert-butyl 2-((3-chloro-4-(N′-hydroxycarbamimidoyl)benzyl)(methyl)amino)acetate). The product is Cl.ClC=1C=C(CN(CC(=O)O)C)C=CC1C1=NOC(=N1)C1=CC(=C(C=C1)C1=C(C=CC=C1)C(F)(F)F)C (2-((3-chloro-4-(5-(2-methyl-2′-(trifluoromethyl)biphenyl-4-yl)-1,2,4-oxadiazol-3-yl)benzyl)(methyl)amino)acetic acid, hydrochloride salt). RXN SMILES: [CH3:1][C:2]1[CH:7]=[C:6]([C:8](O)=O)[CH:5]=[CH:4][C:3]=1[C:11]1[CH:16]=[CH:15][CH:14]=[CH:13][C:12]=1[C:17]([F:20])([F:19])[F:18].[Cl:21][C:22]1[CH:23]=[C:24]([CH:36]=[CH:37][C:38]=1[C:39](=[N:41][OH:42])[NH2:40])[CH2:25][N:26]([CH3:35])[CH2:27][C:28]([O:30]C(C)(C)C)=[O:29]>>[ClH:21].[Cl:21][C:22]1[CH:23]=[C:24]([CH:36]=[CH:37][C:38]=1[C:39]1[N:40]=[C:8]([C:6]2[CH:5]=[CH:4][C:3]([C:11]3[CH:16]=[CH:15][CH:14]=[CH:13][C:12]=3[C:17]([F:18])([F:19])[F:20])=[C:2]([CH3:1])[CH:7]=2)[O:42][N:41]=1)[CH2:25][N:26]([CH3:35])[CH2:27][C:28]([OH:30])=[O:29] |f:2.3|. Reported procedure: The title compound was prepared according the procedure described in Example 105, but using Intermediate 50 and Intermediate 65. It was obtained as a white solid. 1H NMR (DMSO-d6, 400 MHz) δ 8.20 (1H, d, J=1.7 Hz), 8.16 (1H, d, J=8.0 Hz), 8.11 (1H, dd, J=8.0, 1.8 Hz), 7.95 (2H, d, J=8.1 Hz), 7.83 (1H, t, J=7.6 Hz), 7.78-7.69 (2H, m), 7.46 (2H, m), 4.44 (2H, br s), 4.11 (2H, br s), 2.83 (3H, br s), 2.15 (3H, br s). LC/MS (Method A): 516 (M+H)+. HPLC (Method F) Rt 3.25 min (Purity: 97.5%).